This data is from the Open Reaction Database (ORD), a public repository of structured organic reaction records. The task is: describe an organic reaction: reactants, conditions, products, and yield Starting materials: COC(C1=CC(=C(C=C1)NC)N)=O (3-amino-4-methylamino-benzoic acid methyl ester), NC=1SC2=C(N1)C=C(C=C2)OC(F)(F)F (2-amino-5-(trifluoromethoxy)benzothiazole), C(=S)(N1C=NC=C1)N1C=NC=C1 (1,1′-thiocarbonyldiimidazole). The solvent is C(CCl)Cl (EDC). The product is COC(=O)C1=CC2=C(N(C(=N2)NC=2SC3=C(N2)C=C(C=C3)OC(F)(F)F)C)C=C1 (1-Methyl-2-(5-trifluoromethoxy-benzothiazol-2-ylamino)-1H-benzoimidazole-5-carboxylic acid methyl ester). Isolated yield 64.0%. RXN SMILES: [CH3:1][O:2][C:3](=[O:13])[C:4]1[CH:9]=[CH:8][C:7]([NH:10][CH3:11])=[C:6]([NH2:12])[CH:5]=1.[NH2:14][C:15]1[S:16][C:17]2[CH:23]=[CH:22][C:21]([O:24][C:25]([F:28])([F:27])[F:26])=[CH:20][C:18]=2[N:19]=1.[C:29](N1C=CN=C1)(N1C=CN=C1)=S>C(Cl)CCl>[CH3:1][O:2][C:3]([C:4]1[CH:9]=[CH:8][C:7]2[N:10]([CH3:29])[C:11]([NH:14][C:15]3[S:16][C:17]4[CH:23]=[CH:22][C:21]([O:24][C:25]([F:28])([F:26])[F:27])=[CH:20][C:18]=4[N:19]=3)=[N:12][C:6]=2[CH:5]=1)=[O:13]. Procedure details: 1-Methyl-2-(5-trifluoromethoxy-benzothiazol-2-ylamino)-1H-benzoimidazole-5-carboxylic acid methyl ester (1.35 g) was prepared by following General Procedure D starting from 3-amino-4-methylamino-benzoic acid methyl ester (0.9 g), 2-amino-5-(trifluoromethoxy)benzothiazole (1.17 g), 1,1′-thiocarbonyldiimidazole (1.07 g), and EDC (1.15 g). LC/MS: m/z 424. 1H NMR (DMSO-d6, 400 MHz): δ 8.16 (s, 1H), 7.92 (s, 1H), 7.85 (br, 1H), 7.78-7.63 (m, 1H), 7.50 (d, 1H), 7.36 (d, 2H), 3.66 (s, 3H), and 3.58 (s,... Starting materials: COC(=O)C12CC3CC(CC(N)(C3)C1C(=O)C(Cc1ccccc1)NC(=O)CNC(=O)C(CCSC)NC(=O)C(Cc1ccc(O)cc1)NC(=O)OC(C)(C)C)C2, CO, Cl, [K+], [OH-], O. Product: CSCCC(NC(=O)C(Cc1ccc(O)cc1)NC(=O)OC(C)(C)C)C(=O)NCC(=O)NC(Cc1ccccc1)C(=O)C1C2(N)CC3CC(C2)CC1(C(=O)O)C3. RXN SMILES: [C:1](=[O:2])([O:3][C:4]([CH3:5])([CH3:6])[CH3:7])[NH:8][CH:9]([CH2:10][c:11]1[cH:12][cH:13][c:14]([OH:17])[cH:15][cH:16]1)[C:18](=[O:19])[NH:20][CH:21]([CH2:22][CH2:23][S:24][CH3:25])[C:26](=[O:27])[NH:28][CH2:29][C:30](=[O:31])[NH:32][CH:33]([CH2:34][c:35]1[cH:36][cH:37][cH:38][cH:39][cH:40]1)[C:41](=[O:42])[CH:43]1[C:44]2([C:54](=[O:55])[O:56][CH3:57])[CH2:45][CH:46]3[CH2:47][CH:48]([CH2:49][C:50]1([NH2:52])[CH2:51]3)[CH2:53]2.[CH3:62][OH:63].[ClH:61].[K+:60].[OH-:59].[OH2:58]>>[C:1](=[O:2])([O:3][C:4]([CH3:5])([CH3:6])[CH3:7])[NH:8][CH:9]([CH2:10][c:11]1[cH:12][cH:13][c:14]([OH:17])[cH:15][cH:16]1)[C:18](=[O:19])[NH:20][CH:21]([CH2:22][CH2:23][S:24][CH3:25])[C:26](=[O:27])[NH:28][CH2:29][C:30](=[O:31])[NH:32][CH:33]([CH2:34][c:35]1[cH:36][cH:37][cH:38][cH:39][cH:40]1)[C:41](=[O:42])[CH:43]1[C:44]2([C:54](=[O:55])[OH:56])[CH2:45][CH:46]3[CH2:47][CH:48]([CH2:49][C:50]1([NH2:52])[CH2:51]3)[CH2:53]2. The reactants are CC(C)(C)OC(=O)N1CCC2(CC1)C(=O)N(Cc1ccccc1)CN2c1ccc(F)cc1, CCOCC, O=C(O)C(F)(F)F. Product: O=C1N(Cc2ccccc2)CN(c2ccc(F)cc2)C12CCNCC2. RXN SMILES: [C:8]([O:9][C:10](=[O:11])[N:15]1[CH2:16][CH2:17][C:18]2([C:19](=[O:37])[N:20]([CH2:30][c:31]3[cH:32][cH:33][cH:34][cH:35][cH:36]3)[CH2:21][N:22]2[c:23]2[cH:24][cH:25][c:26]([F:29])[cH:27][cH:28]2)[CH2:38][CH2:39]1)([CH3:12])([CH3:13])[CH3:14].[CH3:40][CH2:41][O:42][CH2:43][CH3:44].[OH:1][C:2]([C:3]([F:4])([F:5])[F:6])=[O:7]>>[NH:15]1[CH2:16][CH2:17][C:18]2([C:19](=[O:37])[N:20]([CH2:30][c:31]3[cH:32][cH:33][cH:34][cH:35][cH:36]3)[CH2:21][N:22]2[c:23]2[cH:24][cH:25][c:26]([F:29])[cH:27][cH:28]2)[CH2:38][CH2:39]1. Reactants: OC=1C=C(C=CC1OC)C=1NC=C(N1)C(=O)N (2-(3-hydroxy-4-methoxyphenyl)-imidazole-4-formamide), C1(CCCC1)Br (cyclopentyl bromide), C(=O)([O-])[O-].[K+].[K+] (K2CO3), C1(CCCC1)Br (cyclopentyl bromide), C(=O)([O-])[O-].[K+].[K+] (K2CO3). The solvent is CN(C)C=O (DMF), O (water). Run at temperature 70 celsius. Product: C1(CCCC1)OC=1C=C(C=CC1OC)C=1NC=C(N1)C(=O)N (2-(3-cyclopentyloxy-4-methoxyphenyl)-imidazole-4-formamide). Yield: 30.4%. RXN SMILES: [OH:1][C:2]1[CH:3]=[C:4]([C:10]2[NH:11][CH:12]=[C:13]([C:15]([NH2:17])=[O:16])[N:14]=2)[CH:5]=[CH:6][C:7]=1[O:8][CH3:9].[CH:18]1(Br)[CH2:22][CH2:21][CH2:20][CH2:19]1.C([O-])([O-])=O.[K+].[K+]>CN(C=O)C.O>[CH:18]1([O:1][C:2]2[CH:3]=[C:4]([C:10]3[NH:11][CH:12]=[C:13]([C:15]([NH2:17])=[O:16])[N:14]=3)[CH:5]=[CH:6][C:7]=2[O:8][CH3:9])[CH2:22][CH2:21][CH2:20][CH2:19]1 |f:2.3.4|. Procedure: A mixture of 2-(3-hydroxy-4-methoxyphenyl)-imidazole-4-formamide (110 mg, 0.47 mmol), cyclopentyl bromide (60 μl, 0.56 mmol) and K2CO3 (162 mg, 1.2 mmol) in DMF (10 ml) were heated at 70° C. overnight. A further quantity of cyclopentyl bromide (60 μl, 0.56 mmol) and K2CO3 (162 mg, 1.2 mmol) were added and the reaction mixture was cooled to room temperature, diluted with water (50 ml), extracted with ethyl acetate (2×100 ml). The combined organics were washed with brine (30 ml) dried over Na2SO4 ... Reactants: C(=O)C=1C(=C(C(=O)OC)C=CC1S(=O)(=O)C)C (methyl 3-formyl-4-methylsulfonyl-2-methylbenzoate), Cl.NO (hydroxylamine hydrochloride). The solvent is C(C)O (ethanol). Yields the product ON=CC=1C(=C(C(=O)OC)C=CC1S(=O)(=O)C)C (methyl 3-hydroxyiminomethyl-4-methylsulfonyl-2-methylbenzoate). RXN SMILES: [CH:1]([C:3]1[C:4]([CH3:17])=[C:5]([CH:10]=[CH:11][C:12]=1[S:13]([CH3:16])(=[O:15])=[O:14])[C:6]([O:8][CH3:9])=[O:7])=O.Cl.[NH2:19][OH:20]>C(O)C>[OH:20][N:19]=[CH:1][C:3]1[C:4]([CH3:17])=[C:5]([CH:10]=[CH:11][C:12]=1[S:13]([CH3:16])(=[O:15])=[O:14])[C:6]([O:8][CH3:9])=[O:7] |f:1.2|. Reported procedure: 11.55 g of methyl 3-formyl-4-methylsulfonyl-2-methylbenzoate was dissolved in 100 ml of ethanol, and 4.70 g of hydroxylamine hydrochloride was added. The resulting solution was reacted for 1.5 hours at room temperature and further heated at reflux for an hour. The reaction solution was cooled down. Ethanol was then distilled out under reduced pressure. The obtained residue was dissolved in ethyl acetate. The ethyl acetate solution was washed with water and a saturated sodium chloride solution, a... Starting materials: O (water), IC=1C=C(C(=O)O)C=CC1 (3-Iodobenzoic acid), C([O-])([O-])=O.[K+].[K+] (potassium carbonate), C(C1=CC=CC=C1)Br (Benzyl bromide), crude product. Solvent: CN(C)C=O (DMF). Conditions: time 1.5 hour. Product: IC=1C=C(C(=O)OCC2=CC=CC=C2)C=CC1 (phenylmethyl 3-iodobenzoate). RXN SMILES: [I:1][C:2]1[CH:3]=[C:4]([CH:8]=[CH:9][CH:10]=1)[C:5]([OH:7])=[O:6].C(=O)([O-])[O-].[K+].[K+].[CH2:17](Br)[C:18]1[CH:23]=[CH:22][CH:21]=[CH:20][CH:19]=1.O>CN(C=O)C>[I:1][C:2]1[CH:3]=[C:4]([CH:8]=[CH:9][CH:10]=1)[C:5]([O:7][CH2:17][C:18]1[CH:23]=[CH:22][CH:21]=[CH:20][CH:19]=1)=[O:6] |f:1.2.3|. Procedure details: 3-Iodobenzoic acid (12.4 g) was dissolved in DMF (100 mL) and potassium carbonate (7.6 g) was added. Benzyl bromide (6.5 mL) was then added dropwise over approximately 10 minutes causing a slight exotherm to 24° C. The suspension was stirred at room temperature for 1.5 hours. The suspension was then poured into water (approximately 300 mL) and was extracted with diethyl ether. The combined organic phase was back washed with water and brine and dried over sodium sulfate. The solvent was stripped ...